This data is from the Open Reaction Database (ORD), a public repository of structured organic reaction records. The task is: describe an organic reaction: reactants, conditions, products, and yield Reactants: COC(C1=C(C=CC=C1)S(=O)(=O)C)=O (2-methanesulfonylbenzoic acid methyl ester), [Li+].[BH4-] (LiBH4), Cl (HCl), [Li+].[BH4-] (LiBH4). Run in C1CCOC1 (THF). Conditions: time 14 hour. The product is CS(=O)(=O)C1=C(C=CC=C1)CO ((2-Methanesulfonylphenyl)-methanol). RXN SMILES: C[O:2][C:3](=O)[C:4]1[CH:9]=[CH:8][CH:7]=[CH:6][C:5]=1[S:10]([CH3:13])(=[O:12])=[O:11].[Li+].[BH4-].Cl>C1COCC1>[CH3:13][S:10]([C:5]1[CH:6]=[CH:7][CH:8]=[CH:9][C:4]=1[CH2:3][OH:2])(=[O:11])=[O:12] |f:1.2|. Procedure details: To a solution of 2-methanesulfonylbenzoic acid methyl ester (1.5 g, 7 mmol) in THF (20 mL) is added LiBH4 (616 mg, 30 mmol) and the mixture is stirred at ambient temperature for 14 h. Additional LiBH4 (310 mg, 15 mmol) is added and the mixture is heated at 65° C. for 45 min. Then under ice cooling, 1N HCl solution is added to quench the excess of LiBH4 before EtOAc is added. The organic layer is washed with brine (2×) and water (1×), dried with MgSO4, and concentrated to give the title compound.